From a dataset of the Open Reaction Database (ORD), a public repository of structured organic reaction records. describe an organic reaction: reactants, conditions, products, and yield Reactants: C1CCOC1 (THF), N(=[N+]=[N-])[C@@H]1CCCC2=C(C=CC=C12)O[Si](C1=CC=CC=C1)(C1=CC=CC=C1)C(C)(C)C ((1R)-1-azido-5-t-butyldiphenylsilyloxy-1,2,3,4-tetrahydronaphthalene). Reagents/catalysts: [Pd] (Pd/C). Solvent: C(C)O (ethanol). Reaction conditions: time 2 hour. Yields the product C1(=CC=CC=C1)C=1N=C(OC1C1=CC=CC=C1)CN[C@@H]1CCCC2=C(C=CC=C12)O[Si](C1=CC=CC=C1)(C1=CC=CC=C1)C(C)(C)C ((1R)-1-(4,5-diphenyloxazol-2-yl)methylamino-5-t-butyldiphenylsilyloxy-1,2,3,4-tetrahydronaphthalene). Reaction SMILES: [N:1]([C@H:4]1[C:13]2[C:8](=[C:9]([O:14][Si:15]([C:28]([CH3:31])([CH3:30])[CH3:29])([C:22]3[CH:27]=[CH:26][CH:25]=[CH:24][CH:23]=3)[C:16]3[CH:21]=[CH:20][CH:19]=[CH:18][CH:17]=3)[CH:10]=[CH:11][CH:12]=2)[CH2:7][CH2:6][CH2:5]1)=[N+]=[N-].[CH2:32]1[CH2:36][O:35][CH2:34][CH2:33]1>C(O)C.[Pd]>[C:13]1([C:4]2[N:1]=[C:36]([CH2:32][NH:1][C@H:4]3[C:13]4[C:8](=[C:9]([O:14][Si:15]([C:28]([CH3:31])([CH3:30])[CH3:29])([C:22]5[CH:27]=[CH:26][CH:25]=[CH:24][CH:23]=5)[C:16]5[CH:21]=[CH:20][CH:19]=[CH:18][CH:17]=5)[CH:10]=[CH:11][CH:12]=4)[CH2:7][CH2:6][CH2:5]3)[O:35][C:34]=2[C:33]2[CH:20]=[CH:21][CH:16]=[CH:17][CH:18]=2)[CH:8]=[CH:9][CH:10]=[CH:11][CH:12]=1. Procedure details: A mixture of (1R)-1-azido-5-t-butyldiphenylsilyloxy-1,2,3,4-tetrahydronaphthalene (0.95 mg) and 10% Pd/C (0.2 g) in a mixture of ethanol (20 ml) and THF (20 ml) was stirred under H2 for 2 hours. The catalyst was filtered off and filtrate was evaporated. The residue was dissolved in DMF (10 ml) and then K2CO3 (600 mg) and (4,5-diphenyloxazol-2-yl)methyl bromide (700 mg) were added thereto. After being stirred for 2 hours at room temperature, the mixture was poured into a mixture of ethyl acetate ... The reactants are Cl.C1=NC=CC=2C(=CC=CC12)S(=O)(=O)Cl (5-isoquinolinesulfonyl chloride hydrochloride), C(O)([O-])=O.[Na+] (sodium hydrogencarbonate). The solvent is ice water. Reaction conditions: time 3 hour. Yields the product C(CCCCC)N(S(=O)(=O)C=1C=2C=CN=CC2C=CC1)CCO (N-hexyl-N-(2-hydroxyethyl)-5-isoquinolinesulfonamide). RXN SMILES: Cl.[CH:2]1[C:11]2[CH:10]=[CH:9][CH:8]=[C:7]([S:12](Cl)(=[O:14])=[O:13])[C:6]=2[CH:5]=[CH:4][N:3]=1.[C:16](=[O:19])([O-])O.[Na+]>>[CH2:2]([N:3]([CH2:4][CH2:16][OH:19])[S:12]([C:7]1[C:6]2[CH:5]=[CH:4][N:3]=[CH:2][C:11]=2[CH:10]=[CH:9][CH:8]=1)(=[O:14])=[O:13])[CH2:11][CH2:6][CH2:7][CH2:8][CH3:9] |f:0.1,2.3|. Procedure details: In 100 ml of ice water was dissolved 10.56 g of 5-isoquinolinesulfonyl chloride hydrochloride, and the pH of the solution was adjusted to 6 with a saturated aqueous sodium hydrogencarbonate solution, followed by extraction with 100 ml of dichloromethane. The dichloromethane layer was added dropwise to a 100 ml of dichloromethane solution containing 8.7 g of N-hexylethanolamine and 6.1 g of triethylamine over 20 minutes while cooling with ice. The mixture was stirred at a temperature of 15° C. to...